describe an organic reaction: reactants, conditions, products, and yield From a dataset of the Open Reaction Database (ORD), a public repository of structured organic reaction records. The reactants are COC1=NC2=C(C=CN=C2C=C1)C#C[Si](C)(C)C (2-Methoxy-8-trimethylsilanylethynyl-[1,5] naphthyridine), C([O-])([O-])=O.[K+].[K+] (potassium carbonate). Run in CO (methanol). Reaction conditions: time 1.5 hour. Yields the product C(#C)C=1C=CN=C2C=CC(=NC12)OC (8-Ethynyl-2-methoxy-[1,5]naphthyridine). As a reaction SMILES: [CH3:1][O:2][C:3]1[CH:12]=[CH:11][C:10]2[C:5](=[C:6]([C:13]#[C:14][Si](C)(C)C)[CH:7]=[CH:8][N:9]=2)[N:4]=1.C(=O)([O-])[O-].[K+].[K+]>CO>[C:13]([C:6]1[CH:7]=[CH:8][N:9]=[C:10]2[C:5]=1[N:4]=[C:3]([O:2][CH3:1])[CH:12]=[CH:11]2)#[CH:14] |f:1.2.3|. Procedure: A solution of 2-Methoxy-8-trimethylsilanylethynyl-[1,5] naphthyridine in methanol (80 mL) was treated with potassium carbonate (4.49 g, 32 mmole) and stirred 1.5 hrs. The reaction mixture was concentrated to dryness, redissolved in ethyl acetate, and partitioned with brine. The biphasic mixture was filtered to facilitate separation. Organic layer was dried over sodium sulfate, filtered, concentrated and chromatographed in 1:1 ethyl acetate:hexane to give the product as a cream colored solid. δH ... Reactants: C(CCCCCCCCC)OC1=CC=C(C=C1)C1=CC=C(C=C1)C#CC(C)(C)O (1-(4'-Decyloxybiphenyl-4-yl)-2-(1-hydroxy-1-methylethyl)ethyne), [OH-].[Na+] (sodium hydroxide). Solvent: C1(=CC=CC=C1)C (toluene). The product is C(CCCCCCCCC)OC1=CC=C(C=C1)C1=CC=C(C=C1)C#C (4'-Decyloxybiphenyl-4-ylethyne). RXN SMILES: [CH2:1]([O:11][C:12]1[CH:17]=[CH:16][C:15]([C:18]2[CH:23]=[CH:22][C:21]([C:24]#[C:25]C(O)(C)C)=[CH:20][CH:19]=2)=[CH:14][CH:13]=1)[CH2:2][CH2:3][CH2:4][CH2:5][CH2:6][CH2:7][CH2:8][CH2:9][CH3:10].[OH-].[Na+]>C1(C)C=CC=CC=1>[CH2:1]([O:11][C:12]1[CH:13]=[CH:14][C:15]([C:18]2[CH:23]=[CH:22][C:21]([C:24]#[CH:25])=[CH:20][CH:19]=2)=[CH:16][CH:17]=1)[CH2:2][CH2:3][CH2:4][CH2:5][CH2:6][CH2:7][CH2:8][CH2:9][CH3:10] |f:1.2|. Reported procedure: Compound 73 (12.90 g, 0.033 mol) and sodium hydroxide () was boiled for 1 h in toluene (100 ml) under a dry nitrogen atmosphere and the resultant toluene/acetone mixture removed in a Dean-Stark apparatus. As the toluene mixture was removed fresh toluene was added to the reaction mixture. TLC analysis (dichloromethane) revealed a complete reaction. The sodium hydroxide was filtered off and the toluene washed with water, dried (MgSO4) and removed in vacuo to leave a metallic-beige solid.